describe an organic reaction: reactants, conditions, products, and yield From a dataset of the Open Reaction Database (ORD), a public repository of structured organic reaction records. The product is C=CCSC1C(CC)C(=O)N1CC(=O)O. As a reaction SMILES: [C:20](=[O:21])([OH:22])[O-:23].[C:25](=[O:26])([OH:27])[O-:28].[CH3:1][CH:2]([C:3](=[O:4])[O-:5])[N:6]1[C:7](=[O:16])[CH:8]([CH2:14][CH3:15])[CH:9]1[S:10][CH2:11][CH:12]=[CH2:13].[CH3:29][CH2:30][OH:31].[Cl:33][CH2:34][Cl:35].[ClH:19].[K+:18].[Na+:24].[OH-:17].[OH2:32]>>[CH2:2]([C:3](=[O:4])[OH:5])[N:6]1[C:7](=[O:16])[CH:8]([CH2:14][CH3:15])[CH:9]1[S:10][CH2:11][CH:12]=[CH2:13]. Starting materials: O=C([O-])O, O=C([O-])O, C=CCSC1C(CC)C(=O)N1C(C)C(=O)[O-], CCO, ClCCl, Cl, [K+], [Na+], [OH-], O. Procedure: 20.0 ml of TMEDA were dissolved in 150 ml of THF (anhydrous) and, at a temperature between −80° C. and −90° C., 93.0 ml of a 1.25M solution of sec-BuLi in cyclohexane were added. Then, at a temperature between −87° C. and −93° C., a solution of 4-pentafluorosulfanylbenzoic acid (example 2a) in 50 ml of THF (anhydrous) was added dropwise over the course of 35 minutes, After stirring at −90° C. for 2 hours, 38.2 g of 1,1,1,2,2,2-hexachloroethane in 60 ml of THF (anhydrous) were added dropwise at −... Solvent: C1CCOC1 (THF), C1CCOC1 (THF), solution, [Li]C(C)CC (sec-BuLi), C1CCCCC1 (cyclohexane), C1CCOC1 (THF). RXN SMILES: CN(CCN(C)C)C.[F:9][S:10]([F:23])([F:22])([F:21])([F:20])[C:11]1[CH:19]=[CH:18][C:14]([C:15]([OH:17])=[O:16])=[CH:13][CH:12]=1.[Cl:24]C(Cl)(Cl)C(Cl)(Cl)Cl.O>C1COCC1.[Li]C(CC)C.C1CCCCC1>[Cl:24][C:13]1[CH:12]=[C:11]([S:10]([F:20])([F:21])([F:22])([F:23])[F:9])[CH:19]=[CH:18][C:14]=1[C:15]([OH:17])=[O:16]. The reactants are FS(C1=CC=C(C(=O)O)C=C1)(F)(F)(F)F (4-pentafluorosulfanylbenzoic acid), CN(C)CCN(C)C (TMEDA), ClC(C(Cl)(Cl)Cl)(Cl)Cl (1,1,1,2,2,2-hexachloroethane), O (water). Yields the product ClC1=C(C(=O)O)C=CC(=C1)S(F)(F)(F)(F)F (2-Chloro-4-pentafluorosulfanylbenzoic acid). Run at temperature -90 celsius, time 2 hour. Reactants: C(C)(C)NC(C)C (diisopropylamine), C(CCC)[Li] (n-butyl lithium), CI (methyl iodide), O=C1CC2C(COC(N12)(C)C)C (8-oxo-2,2,5-trimethyl-3-oxa-1-azabicyclo[4.2.0]octane). The solvent is C1CCOC1 (THF), CCCCCC (hexane), CCOC(=O)C (EtOAc), C1CCOC1 (THF), CN(P(=O)(N(C)C)N(C)C)C (hexamethylphosphoramide). Run at temperature -78 celsius, time 10 minute. Product: O=C1C(C2C(COC(N12)(C)C)C)C (8-oxo-2,2,5,7-tetramethyl-3-oxa-1-azabicyclo[4.2.0]octane). As a reaction SMILES: [CH:1](NC(C)C)(C)C.C([Li])CCC.[O:13]=[C:14]1[N:21]2[CH:16]([CH:17]([CH3:24])[CH2:18][O:19][C:20]2([CH3:23])[CH3:22])[CH2:15]1.CI>CCCCCC.C1COCC1.CCOC(C)=O.CN(C)P(N(C)C)(N(C)C)=O>[O:13]=[C:14]1[N:21]2[CH:16]([CH:17]([CH3:24])[CH2:18][O:19][C:20]2([CH3:23])[CH3:22])[CH:15]1[CH3:1]. Reported procedure: THF, (20 ml) is placed under N2 treated with 1.54 ml diisopropylamine and cooled to -78° C. A solution of n-butyl lithium 1.97 M in hexane 5.6 ml is added dropwise over 5 min. The reaction mixture is stirred at -78° C. for 10 min and then treated with 8-oxo-2,2,5-trimethyl-3-oxa-1-azabicyclo[4.2.0]octane (1.55 g) in 15 ml THF added dropwise over 5 min. After another 10 min hexamethylphosphoramide 1.97 ml is added. The mixture is stirred another 10 min, then treated with 2 ml of methyl iodide. Th... Reactants: O=C(n1ccnc1)n1ccnc1, CCOC(C)=O, NCC1CCN(Cc2ccccc2)CC1O, CN(C)C=O. The product is O=C1NCC2CCN(Cc3ccccc3)CC2O1. Reaction SMILES: [C:22]([n:23]1[cH:24][cH:25][n:26][cH:27]1)([n:28]1[cH:29][cH:30][n:31][cH:32]1)=[O:33].[CH3:34][CH2:35][O:36][C:37]([CH3:38])=[O:39].[NH2:1][CH2:2][CH:3]1[CH:4]([OH:16])[CH2:5][N:6]([CH2:9][c:10]2[cH:11][cH:12][cH:13][cH:14][cH:15]2)[CH2:7][CH2:8]1.[O:17]=[CH:18][N:19]([CH3:20])[CH3:21]>>[NH:1]1[CH2:2][CH:3]2[CH:4]([CH2:5][N:6]([CH2:9][c:10]3[cH:11][cH:12][cH:13][cH:14][cH:15]3)[CH2:7][CH2:8]2)[O:16][C:18]1=[O:17]. Reactants: [NH2-].[Na+] (sodium amide), Cl (hydrochloric acid), ClC=1C=CC(=C(C1)C(O)(C1=CC=CC=C1)C)O (5-chloro-2-hydroxy-α-methyl-α-phenyl-benzenemethanol), C([O-])(O)=O.[Na+] (sodium bicarbonate), ClC(C(=O)[O-])(C)Cl.[Na+] (sodium dichloropropionate). The solvent is O (water), C1(=CC=CC=C1)C (toluene), C1(=CC=CC=C1)C (toluene). Yields the product ClC1=CC2=C(OC(OC2(C2=CC=CC=C2)C)(C(=O)O)C)C=C1 (6-chloro-2,4-dimethyl-4-phenyl-[4H]-1,3-benzodioxin-2-carboxylic acid). Yield: 72.1%. RXN SMILES: [Cl:1][C:2]1[CH:3]=[CH:4][C:5]([OH:17])=[C:6]([C:8]([CH3:16])([C:10]2[CH:15]=[CH:14][CH:13]=[CH:12][CH:11]=2)[OH:9])[CH:7]=1.[NH2-].[Na+].Cl[C:21](Cl)([CH3:25])[C:22]([O-:24])=[O:23].[Na+].Cl.C(=O)(O)[O-].[Na+]>C1(C)C=CC=CC=1.O>[Cl:1][C:2]1[CH:3]=[CH:4][C:5]2[O:17][C:21]([CH3:25])([C:22]([OH:24])=[O:23])[O:9][C:8]([CH3:16])([C:10]3[CH:15]=[CH:14][CH:13]=[CH:12][CH:11]=3)[C:6]=2[CH:7]=1 |f:1.2,3.4,6.7|. Procedure details: A dispersion of 24.9 g of 5-chloro-2-hydroxy-α-methyl-α-phenyl-benzenemethanol in 250 ml of toluene was added dropwise with stirring to a mixture of 8 g of sodium amide in 100 ml of toluene and the mixture was refluxed for 6 hours and was then cooled to room temperature. 17 g of sodium dichloropropionate were added thereto in small portions and the mixture was refluxed for 6 hours and was then cooled to room temperature. 700 ml of water were added thereto and the mixture was acidified with N hyd...